describe an organic reaction: reactants, conditions, products, and yield From a dataset of the Open Reaction Database (ORD), a public repository of structured organic reaction records. Reactants: O (water), [Br-].[Al+3].[Br-].[Br-] (aluminum bromide), C(C)S (ethanethiol), C(CCC)C1(CS(C2=C(N(C1)C1=CC=CC=C1)C=CC(=C2)OC)(=O)=O)CC ((±)-3-n-Butyl-3-ethyl-2,3,4,5-tetrahydro-8-methoxy-5-phenyl-1,5-benzothiazepine-1,1-dioxide). The solvent is C(Cl)Cl (CH2Cl2). Run at temperature 0 celsius, time 1 hour. Product: C(CCC)C1(CS(C2=C(N(C1)C1=CC=CC=C1)C=CC(=C2)O)(=O)=O)CC ((±)-3-n-Butyl-3-ethyl-2,3,4,5-tetrahydro-8-hydroxy-5-phenyl-1,5-benzothiazepine-1,1-dioxide). RXN SMILES: [Br-].[Al+3].[Br-].[Br-].C(S)C.[CH2:8]([C:12]1([CH2:33][CH3:34])[CH2:18][N:17]([C:19]2[CH:24]=[CH:23][CH:22]=[CH:21][CH:20]=2)[C:16]2[CH:25]=[CH:26][C:27]([O:29]C)=[CH:28][C:15]=2[S:14](=[O:32])(=[O:31])[CH2:13]1)[CH2:9][CH2:10][CH3:11].O>C(Cl)Cl>[CH2:8]([C:12]1([CH2:33][CH3:34])[CH2:18][N:17]([C:19]2[CH:24]=[CH:23][CH:22]=[CH:21][CH:20]=2)[C:16]2[CH:25]=[CH:26][C:27]([OH:29])=[CH:28][C:15]=2[S:14](=[O:31])(=[O:32])[CH2:13]1)[CH2:9][CH2:10][CH3:11] |f:0.1.2.3|. Reported procedure: To a mixture of aluminum bromide (1M in CH2Cl2, 16 mmol) and ethanethiol (7.4 ml, 100 mmol) at 0° C. was added the compound of Example 17 (0.78 g, 2.01 mmol) in 30 ml CH2Cl2. The mixture was stirred for 1 h at 0° C. and then 25 ml water was added and the product extracted with 3×20 ml CH2Cl2. The organic layer was dried and the solvents evaporated. The residue was applied to a silica gel column and the product eluted with 35% ethyl acetate/petroleum ether (0.74 g, 98%). 1H NMR (DMSO-d6) δ 10.00 ...